From a dataset of the Open Reaction Database (ORD), a public repository of structured organic reaction records. describe an organic reaction: reactants, conditions, products, and yield Reactants: C([O-])([O-])=O.[K+].[K+] (potassium carbonate), C(C)(C)(C)OC(=O)N1CC(CC1)(CC1=CC=CC=C1)C(=O)C=1C=C2C(=CN(C2=CC1)S(=O)(=O)C1=CC=CC=C1)C#N (3-(1-benzenesulfonyl-3-cyano-1H-indole-5-carbonyl)-3-benzyl-pyrrolidine-1-carboxylic acid tert-butyl ester). Run in O (water), [Cl-].[Na+].O (brine), CO (MeOH), O (Water). Run at temperature 50 celsius. Yields the product C(C)(C)(C)OC(=O)N1CC(CC1)(C(=O)C=1C=C2C(=CNC2=CC1)C#N)CC1=CC=CC=C1 (3-benzyl-3-(3-cyano-1H-indole-5-carbonyl)-pyrrolidine-1-carboxylic acid tert-butyl ester). RXN SMILES: [C:1]([O:5][C:6]([N:8]1[CH2:12][CH2:11][C:10]([C:20]([C:22]2[CH:23]=[C:24]3[C:28](=[CH:29][CH:30]=2)[N:27](S(C2C=CC=CC=2)(=O)=O)[CH:26]=[C:25]3[C:40]#[N:41])=[O:21])([CH2:13][C:14]2[CH:19]=[CH:18][CH:17]=[CH:16][CH:15]=2)[CH2:9]1)=[O:7])([CH3:4])([CH3:3])[CH3:2].C(=O)([O-])[O-].[K+].[K+]>CO.O.[Cl-].[Na+].O>[C:1]([O:5][C:6]([N:8]1[CH2:12][CH2:11][C:10]([CH2:13][C:14]2[CH:15]=[CH:16][CH:17]=[CH:18][CH:19]=2)([C:20]([C:22]2[CH:23]=[C:24]3[C:28](=[CH:29][CH:30]=2)[NH:27][CH:26]=[C:25]3[C:40]#[N:41])=[O:21])[CH2:9]1)=[O:7])([CH3:4])([CH3:2])[CH3:3] |f:1.2.3,6.7.8|. Procedure details: Water (1 mL) was added to a solution of 3-(1-benzenesulfonyl-3-cyano-1H-indole-5-carbonyl)-3-benzyl-pyrrolidine-1-carboxylic acid tert-butyl ester (100 mg, 0.175 mmol) in MeOH (4 mL), followed by potassium carbonate (73 mg, 0.525 mmol). The reaction mixture was heated at 50° C. for 10 minutes, then cooled to room temperature and diluted with water and brine. The resulting mixture was extracted with DCM, dried over MgSO4, filtered and evaporated under reduced pressure. The residue was purified by... The reactants are CC=1C=C(CC2CCC=3NC(=CC32)C(=O)OC)C=CC1 (methyl 4-(3-methylbenzyl)-1,4,5,6-tetrahydrocyclopenta[b]pyrrole-2-carboxylate), [OH-].[Li+] (lithium hydroxide), CO (methanol). Run in C1CCOC1 (THF). Product: CC=1C=C(CC2CCC=3NC(=CC32)C(=O)O)C=CC1 (4-(3-methylbenzyl)-1,4,5,6-tetrahydrocyclopenta[b]pyrrole-2-carboxylic acid). As a reaction SMILES: [CH3:1][C:2]1[CH:3]=[C:4]([CH:18]=[CH:19][CH:20]=1)[CH2:5][CH:6]1[C:13]2[CH:12]=[C:11]([C:14]([O:16]C)=[O:15])[NH:10][C:9]=2[CH2:8][CH2:7]1.[OH-].[Li+].CO>C1COCC1>[CH3:1][C:2]1[CH:3]=[C:4]([CH:18]=[CH:19][CH:20]=1)[CH2:5][CH:6]1[C:13]2[CH:12]=[C:11]([C:14]([OH:16])=[O:15])[NH:10][C:9]=2[CH2:8][CH2:7]1 |f:1.2|. Procedure details: The title compound was synthesized from methyl 4-(3-methylbenzyl)-1,4,5,6-tetrahydrocyclopenta[b]pyrrole-2-carboxylate (85 mg, 0.31 mmol) and lithium hydroxide (129 mg, 3.10 mmol in 3 mL water), according to General Procedure 7. A 1:1 mixture of methanol (MeOH) and THF (6 mL) was used. The resulting product was purified by chromatography, eluting with heptane-EtOAc, gradient 0 to 50% EtOAc to afford the title compound. 45 mg, 57% yield. 1H NMR (400 MHz, CHLOROFORM-d) δ ppm 2.07-2.20 (m, J=12.57,... Reactants: C(#N)C1=CC=C(C(=O)NCC(=O)O)C=C1 ((4-cyano-benzoylamino)-acetic acid), C1(=CC=CC=C1)C(C1=CC(=CC=C1)C(F)(F)F)N (rac-C-phenyl-C-(3-trifluoromethyl-phenyl)-methylamine). As a reaction SMILES: [C:1]([C:3]1[CH:15]=[CH:14][C:6]([C:7]([NH:9][CH2:10][C:11]([OH:13])=O)=[O:8])=[CH:5][CH:4]=1)#[N:2].[C:16]1([CH:22]([NH2:33])[C:23]2[CH:28]=[CH:27][CH:26]=[C:25]([C:29]([F:32])([F:31])[F:30])[CH:24]=2)[CH:21]=[CH:20][CH:19]=[CH:18][CH:17]=1>>[C:1]([C:3]1[CH:4]=[CH:5][C:6]([C:7]([NH:9][CH2:10][C:11](=[O:13])[NH:33][CH:22]([C:16]2[CH:17]=[CH:18][CH:19]=[CH:20][CH:21]=2)[C:23]2[CH:28]=[CH:27][CH:26]=[C:25]([C:29]([F:30])([F:31])[F:32])[CH:24]=2)=[O:8])=[CH:14][CH:15]=1)#[N:2]. Reported procedure: Prepared in analogy to example 1.1 from (4-cyano-benzoylamino)-acetic acid (CA [90290-83-8]) and rac-C-phenyl-C-(3-trifluoromethyl-phenyl)-methylamine (CA [70428-92-1]). MS (m/e): 436.1 (MH−, 100%). Yields the product C(#N)C1=CC=C(C(=O)NCC(NC(C2=CC(=CC=C2)C(F)(F)F)C2=CC=CC=C2)=O)C=C1 (rac-4-Cyano-N-({[phenyl-(3-trifluoromethyl-phenyl)-methyl]-carbamoyl}-methyl)-benzamide).